The task is: describe an organic reaction: reactants, conditions, products, and yield. This data is from the Open Reaction Database (ORD), a public repository of structured organic reaction records. The reactants are FC1=CC=C(C=C1)C=1N=C(N(C1C1=CC=C(C=C1)F)/C=C/[C@H](C[C@H](CC(=O)OC)O)O)C(C)C (methyl (3R,5S,E)-7-[4,5-bis(4-fluorophenyl)-2-(1-methylethyl)-1H-imidazol-1-yl]-3,5-dihydroxy-6-heptenoate), [OH-].[Na+] (sodium hydroxide). Solvent: C1CCOC1 (THF). Conditions: time 5 minute. Product: FC1=CC=C(C=C1)C=1N=C(N(C1C1=CC=C(C=C1)F)/C=C/[C@H](C[C@H](CC(=O)[O-])O)O)C(C)C.[Na+] (Sodium (3R,5S,E)-7-[4,5-bis(4-fluorophenyl)-2-(1-methylethyl)-1H-imidazol-1-yl]-3,5-dihydroxy-6-heptenoate). RXN SMILES: [F:1][C:2]1[CH:7]=[CH:6][C:5]([C:8]2[N:9]=[C:10]([CH:32]([CH3:34])[CH3:33])[N:11](/[CH:20]=[CH:21]/[C@@H:22]([OH:31])[CH2:23][C@@H:24]([OH:30])[CH2:25][C:26]([O:28]C)=[O:27])[C:12]=2[C:13]2[CH:18]=[CH:17][C:16]([F:19])=[CH:15][CH:14]=2)=[CH:4][CH:3]=1.[OH-].[Na+:36]>C1COCC1>[F:1][C:2]1[CH:7]=[CH:6][C:5]([C:8]2[N:9]=[C:10]([CH:32]([CH3:34])[CH3:33])[N:11](/[CH:20]=[CH:21]/[C@@H:22]([OH:31])[CH2:23][C@@H:24]([OH:30])[CH2:25][C:26]([O-:28])=[O:27])[C:12]=2[C:13]2[CH:14]=[CH:15][C:16]([F:19])=[CH:17][CH:18]=2)=[CH:4][CH:3]=1.[Na+:36] |f:1.2,4.5|. Procedure: A solution of methyl (3R,5S,E)-7-[4,5-bis(4-fluorophenyl)-2-(1-methylethyl)-1H-imidazol-1-yl]-3,5-dihydroxy-6-heptenoate (34.4 mg) in dry THF (2 ml) was treated with aqueous sodium hydroxide solution (0.1M 0.660 ml). After 5 minutes, the solution was concentrated and the aqueous residue was diluted with water (9 ml) and the solution washed with ethyl acetate (4×). The solution was briefly evaporated and then freeze-dried to give the title compound (29.2 mg) as a white fluffy solid, [α]20 +16.7° ... The reactants are Intermediate 213, FC(C(=O)O)(F)F.C1(CC1)CCOC=1NC(=C2N=C(N=C2N1)OC)N (2-[(2-cyclopropylethyl)oxy]-8-(methyloxy)-1H-purin-6-amine trifluoroacetate), BrCCCCC1OCCC1 (2-(4-bromobutyl)tetrahydrofuran). The product is C1(CC1)CCOC1=NC(=C2N=C(N(C2=N1)CCCCC1OCCC1)OC)N (2-[(2-Cyclopropylethyl)oxy]-8-(methyloxy)-9-[4-(tetrahydro-2-furanyl)butyl]-9H-purin-6-amine). As a reaction SMILES: FC(F)(F)C(O)=O.[CH:8]1([CH2:11][CH2:12][O:13][C:14]2[NH:15][C:16]([NH2:25])=[C:17]3[C:21]([N:22]=2)=[N:20][C:19]([O:23][CH3:24])=[N:18]3)[CH2:10][CH2:9]1.Br[CH2:27][CH2:28][CH2:29][CH2:30][CH:31]1[CH2:35][CH2:34][CH2:33][O:32]1>>[CH:8]1([CH2:11][CH2:12][O:13][C:14]2[N:22]=[C:21]3[C:17]([N:18]=[C:19]([O:23][CH3:24])[N:20]3[CH2:27][CH2:28][CH2:29][CH2:30][CH:31]3[CH2:35][CH2:34][CH2:33][O:32]3)=[C:16]([NH2:25])[N:15]=2)[CH2:10][CH2:9]1 |f:0.1|. Reported procedure: Prepared similarly to Intermediate 213 from 2-[(2-cyclopropylethyl)oxy]-8-(methyloxy)-1H-purin-6-amine trifluoroacetate and 2-(4-bromobutyl)tetrahydrofuran. Reactants: calcium ion, P(=O)([O-])([O-])[O-] (phosphate), [OH-].[O-]P(=O)([O-])[O-].[O-]P(=O)([O-])[O-].[O-]P(=O)([O-])[O-].[Ca+2].[Ca+2].[Ca+2].[Ca+2].[Ca+2] (hydroxylapatite). The product is P(=O)([O-])([O-])[O-].[Ca+2].P(=O)([O-])([O-])[O-].[Ca+2].[Ca+2] (calcium phosphate), [Ca] (calcium), [P] (phosphorus). Reaction SMILES: [OH-].[O-:2][P:3]([O-:6])([O-:5])=[O:4].[O-:7][P:8]([O-:11])([O-:10])=[O:9].[O-][P:13]([O-])([O-])=O.[Ca+2:17].[Ca+2].[Ca+2].[Ca+2].[Ca+2].P([O-])([O-])([O-])=O>>[P:3]([O-:6])([O-:5])([O-:4])=[O:2].[Ca+2:17].[P:8]([O-:11])([O-:10])([O-:9])=[O:7].[Ca+2:17].[Ca+2:17].[Ca:17].[P:13] |f:0.1.2.3.4.5.6.7.8,10.11.12.13.14|. Procedure: Similarly, it is also necessary to prepare whitlockite as a gelatinous precipitate from aqueous solution in order to ultimately obtain a shaped ceramic body. In this instance, however, simply reacting calcium ion with phosphate ion in the appropriate whitlockite stoichiometry, i.e. Ca/P=1.5 is ineffective in producing pure whitlockite and instead affords a mixture of whitlockite and hydroxylapatite. This problem has been overcome by the addition of a small amount of sulfate ion to the calcium ph... Reactants: N1CC=CC=C1 (dihydropyridine), C(C)(C)(C)OC(=O)N1[C@@H](CCC1)C=1NC(=C(C(C1C(=O)OCC)C=1N=NC(=CC1)C(=O)OCC)C(=O)OCC)CC1=CC=C(C=C1)F (diethyl 2-[(2S)-1-(tert-butoxycarbonyl)pyrrolidinyl]-4-[6-(ethoxycarbonyl)-3-pyridazinyl]-6-(4-fluorobenzyl)-1,4-dihydro-3,5-pyridinedicarboxylate), [N+](=O)([O-])[O-].[Ce].[NH4+] (ammonium cerium nitrate). Solvent: C(C)#N (acetonitrile), O (water), O (water). Run at time 5 minute. Product: C(C)(C)(C)OC(=O)N1[C@@H](CCC1)C1=NC(=C(C(=C1C(=O)OCC)C=1N=NC(=CC1)C(=O)OCC)C(=O)OCC)CC1=CC=C(C=C1)F (Diethyl 2-[(2S)-1-(tert-butoxycarbonyl)pyrrolidinyl]-4-[6-(ethoxycarbonyl)-3-pyridazinyl]-6-(4-fluorobenzyl)-3,5-pyridinedicarboxylate). RXN SMILES: N1C=CC=CC1.[C:7]([O:11][C:12]([N:14]1[CH2:18][CH2:17][CH2:16][C@H:15]1[C:19]1[NH:20][C:21]([CH2:46][C:47]2[CH:52]=[CH:51][C:50]([F:53])=[CH:49][CH:48]=2)=[C:22]([C:41]([O:43][CH2:44][CH3:45])=[O:42])[CH:23]([C:30]2[N:31]=[N:32][C:33]([C:36]([O:38][CH2:39][CH3:40])=[O:37])=[CH:34][CH:35]=2)[C:24]=1[C:25]([O:27][CH2:28][CH3:29])=[O:26])=[O:13])([CH3:10])([CH3:9])[CH3:8].[N+]([O-])([O-])=O.[Ce].[NH4+]>C(#N)C.O>[C:7]([O:11][C:12]([N:14]1[CH2:18][CH2:17][CH2:16][C@H:15]1[C:19]1[C:24]([C:25]([O:27][CH2:28][CH3:29])=[O:26])=[C:23]([C:30]2[N:31]=[N:32][C:33]([C:36]([O:38][CH2:39][CH3:40])=[O:37])=[CH:34][CH:35]=2)[C:22]([C:41]([O:43][CH2:44][CH3:45])=[O:42])=[C:21]([CH2:46][C:47]2[CH:48]=[CH:49][C:50]([F:53])=[CH:51][CH:52]=2)[N:20]=1)=[O:13])([CH3:10])([CH3:8])[CH3:9] |f:2.3.4|. Procedure details: To the dihydropyridine (D, diethyl 2-[(2S)-1-(tert-butoxycarbonyl)pyrrolidinyl]-4-[6-(ethoxycarbonyl)-3-pyridazinyl]-6-(4-fluorobenzyl)-1,4-dihydro-3,5-pyridinedicarboxylate, 265 mg, 0.41 mmol} in 9 ml acetonitrile, ammonium cerium nitrate (445 mg, 0.82 mmol) in 1.8 ml water was added. The reaction mixture was stirred for 5 minutes. Ten (10) ml water was added and then extracted with ethyl acetate. The combined organic layers were washed with brine and dried over sodium sulfate. Removal of the s... Reactants: C(C)ON=C(C(=O)NC1[C@@H]2N(C(=C(CS2)CSC=2SC=NN2)C(=O)O)C1=O)C1=NC=CC(=N1)NC=O (7-[2-ethoxyimino-2-(4-formamidopyrimidin-2-yl)acetamido]-3-(1,3,4-thiadiazol-2-ylthiomethyl)-3-cephem-4-carboxylic acid), Cl (hydrochloric acid). Yields the product NC1=NC(=NC=C1)C(C(=O)NC1[C@@H]2N(C(=C(CS2)CSC=2SC=NN2)C(=O)O)C1=O)=NOCC (7-[2-(4-aminopyrimidin-2-yl)-2-ethoxyiminoacetamido]-3-(1,3,4-thiadiazol-2-ylthiomethyl)-3-cephem-4-carboxylic acid). Isolated yield 46.4%. RXN SMILES: [CH2:1]([O:3][N:4]=[C:5]([C:28]1[N:33]=[C:32]([NH:34]C=O)[CH:31]=[CH:30][N:29]=1)[C:6]([NH:8][CH:9]1[C:26](=[O:27])[N:11]2[C:12]([C:23]([OH:25])=[O:24])=[C:13]([CH2:16][S:17][C:18]3[S:19][CH:20]=[N:21][N:22]=3)[CH2:14][S:15][C@H:10]12)=[O:7])[CH3:2].Cl>>[NH2:34][C:32]1[CH:31]=[CH:30][N:29]=[C:28]([C:5](=[N:4][O:3][CH2:1][CH3:2])[C:6]([NH:8][CH:9]2[C:26](=[O:27])[N:11]3[C:12]([C:23]([OH:25])=[O:24])=[C:13]([CH2:16][S:17][C:18]4[S:19][CH:20]=[N:21][N:22]=4)[CH2:14][S:15][C@H:10]23)=[O:7])[N:33]=1. Reported procedure: A solution of 7-[2-ethoxyimino-2-(4-formamidopyrimidin-2-yl)acetamido]-3-(1,3,4-thiadiazol-2-ylthiomethyl)-3-cephem-4-carboxylic acid (syn isomer) (3.97 g) and concentrated hydrochloric acid (0.73 ml) in methenol (80 ml) was stirred for 1.5 hours at ambient temperature. The solvent was evaporated to dryness and the residue was dissolved in water (100 ml). The aqueous solution was washed with ethyl acetate and adjusted to pH 3 with an aqueous solution of sodium bicarbonate and then subjected to c... The reactants are C(C1=CC=C(C=C1)OC)(=O)[C@@]([C@@](C(=O)O)(O)C(C1=CC=C(C=C1)OC)=O)(O)C(=O)O.C1(=CC=CC=C1)C1(CNCC1)CCO ((−)-3-phenyl-3-(2-hydroxyethyl)pyrrolidine (R,R)-di-p-anisoyltartaric acid salt), C([O-])([O-])=O.[Na+].[Na+] (sodium carbonate), COC1=C(C(=O)Cl)C=C(C=C1)OC(F)(F)F (2-methoxy-5-trifluoromethoxybenzoyl chloride). Run in C(C)(=O)OCC (ethyl acetate), C(C)(=O)OCC.CCCCCC (ethyl acetate hexane), C(C)(=O)OCC (ethyl acetate). Run at time 14 hour. The product is COC1=C(C(=O)N2CC(CC2)(CCO)C2=CC=CC=C2)C=C(C=C1)OC(F)(F)F (1-(2-methoxy-5-trifluoromethoxybenzoyl)-3-phenyl-3-(2-hydroxyethyl)pyrrolidine). Reaction SMILES: C([C@](C(O)=O)(O)[C@](C(=O)C1C=CC(OC)=CC=1)(O)C(O)=O)(=O)C1C=CC(OC)=CC=1.[C:31]1([C:37]2([CH2:42][CH2:43][OH:44])[CH2:41][CH2:40][NH:39][CH2:38]2)[CH:36]=[CH:35][CH:34]=[CH:33][CH:32]=1.C(=O)([O-])[O-].[Na+].[Na+].[CH3:51][O:52][C:53]1[CH:61]=[CH:60][C:59]([O:62][C:63]([F:66])([F:65])[F:64])=[CH:58][C:54]=1[C:55](Cl)=[O:56]>C(OCC)(=O)C.CCCCCC.C(OCC)(=O)C>[CH3:51][O:52][C:53]1[CH:61]=[CH:60][C:59]([O:62][C:63]([F:64])([F:65])[F:66])=[CH:58][C:54]=1[C:55]([N:39]1[CH2:40][CH2:41][C:37]([C:31]2[CH:32]=[CH:33][CH:34]=[CH:35][CH:36]=2)([CH2:42][CH2:43][OH:44])[CH2:38]1)=[O:56] |f:0.1,2.3.4,6.7|. Procedure: Combine (−)-3-phenyl-3-(2-hydroxyethyl)pyrrolidine (R,R)-di-p-anisoyltartaric acid salt (1.7 g, 2.5 mmol) and sodium carbonate (1.32 g, 12.5 mmol) in ethyl acetate/water (1/1) (20 mL). Add a solution of 2-methoxy-5-trifluoromethoxybenzoyl chloride (0.64 g, 2.5 mmol) in ethyl acetate (10 mL). After 14 hours, separate the organic layer. Extract the aqueous layer four times with dichloromethane. Dry the combined organic layers over Na2SO4, filter, and concentrate in vacuo to obtain a residue. Chrom...